From a dataset of the Open Reaction Database (ORD), a public repository of structured organic reaction records. describe an organic reaction: reactants, conditions, products, and yield As a reaction SMILES: [OH:1][C:2]1[N:7]2[N:8]=[CH:9][C:10]([C:11]3[CH:16]=[CH:15][C:14]([N+:17]([O-])=O)=[CH:13][CH:12]=3)=[C:6]2[N:5]=[CH:4][N:3]=1.Cl>CO.[C].[Pd]>[NH2:17][C:14]1[CH:15]=[CH:16][C:11]([C:10]2[CH:9]=[N:8][N:7]3[C:2]([OH:1])=[N:3][CH:4]=[N:5][C:6]=23)=[CH:12][CH:13]=1 |f:3.4|. Reagents/catalysts: [C].[Pd] (palladium-carbon). Isolated yield 77.2%. Run in CO (methanol). Yields the product NC1=CC=C(C=C1)C=1C=NN2C1N=CN=C2O (8-(4-Aminophenyl)-4-hydroxypyrazolo[1,5-a]-1,3,5-triazine). Reported procedure: 4-Hydroxy-8-(4-nitrophenyl)pyrazolo[1,5-a]-1,3,5-triazine (660 mg) and 5% palladium-carbon (500 mg) are suspended in 80% aqueous methanol (100 ml), and the mixture is stirred under hydrogen atmosphere at room temperature. After reacting for 46 hours, to the reaction mixture is added conc. hydrochloric acid (5 ml), and the insoluble material is removed off by filtration. The filtrate is concentrated to driness under reduced pressure to give the title compound (450 mg). Run at time 46 hour. The reactants are OC1=NC=NC=2N1N=CC2C2=CC=C(C=C2)[N+](=O)[O-] (4-Hydroxy-8-(4-nitrophenyl)pyrazolo[1,5-a]-1,3,5-triazine), Cl (hydrochloric acid). Starting materials: OC1=CC=C2C=C(C=NC2=C1)C=O (7-hydroxyquinoline-3-carbaldehyde), BrCCCCCCC (1-bromo-heptane), C(=O)([O-])[O-].[K+].[K+] (K2CO3), O (water). Run in CN(C)C=O (DMF). Conditions: temperature 60 celsius. Product: C(CCCCCC)OC1=CC=C2C=C(C=NC2=C1)C=O (7-(heptyloxy)quinoline-3-carbaldehyde). The yield is 30.0%. As a reaction SMILES: [OH:1][C:2]1[CH:11]=[C:10]2[C:5]([CH:6]=[C:7]([CH:12]=[O:13])[CH:8]=[N:9]2)=[CH:4][CH:3]=1.Br[CH2:15][CH2:16][CH2:17][CH2:18][CH2:19][CH2:20][CH3:21].C([O-])([O-])=O.[K+].[K+].O>CN(C=O)C>[CH2:15]([O:1][C:2]1[CH:11]=[C:10]2[C:5]([CH:6]=[C:7]([CH:12]=[O:13])[CH:8]=[N:9]2)=[CH:4][CH:3]=1)[CH2:16][CH2:17][CH2:18][CH2:19][CH2:20][CH3:21] |f:2.3.4|. Reported procedure: To a solution of 7-hydroxyquinoline-3-carbaldehyde (1.3 g, 7.5 mmol) in DMF (30 mL) is was added 1-bromo-heptane (5.37 g, 30 mmol, 4 eq.) and K2CO3 (2.0 g, 15 mmol, 2 eq.). The mixture was warmed to 60° C. over 3 h. Then, the reaction mixture was diluted (water), extracted (ethyl acetate), washed (brine), dried (Na2SO4), filtered and evaporated to dryness to give the crude product, which was purified by silica gel column chromatography (pet. ether:ethyl acetate, 10:1) to give 7-(heptyloxy)quinol...